This data is from the Open Reaction Database (ORD), a public repository of structured organic reaction records. The task is: describe an organic reaction: reactants, conditions, products, and yield The reactants are BrCC1CCCCO1, Fc1cnc(CCl)c(F)c1, Cl, O=C1Nc2ccccc2C12COc1cc3c(cc12)OCCO3. Yields the product O=C1N(Cc2ncc(F)cc2F)c2ccccc2C12COc1cc3c(cc12)OCCO3. Reaction SMILES: [Br:12][CH2:13][CH:14]1[CH2:15][CH2:16][CH2:17][CH2:18][O:19]1.[Cl:2][CH2:3][c:4]1[n:5][cH:6][c:7]([F:11])[cH:8][c:9]1[F:10].[ClH:1].[NH:20]1[C:21](=[O:41])[C:22]2([CH2:23][O:24][c:25]3[cH:26][c:27]4[c:28]([cH:33][c:34]32)[O:29][CH2:30][CH2:31][O:32]4)[c:35]2[cH:36][cH:37][cH:38][cH:39][c:40]21>>[CH2:3]([c:4]1[n:5][cH:6][c:7]([F:11])[cH:8][c:9]1[F:10])[N:20]1[C:21](=[O:41])[C:22]2([CH2:23][O:24][c:25]3[cH:26][c:27]4[c:28]([cH:33][c:34]32)[O:29][CH2:30][CH2:31][O:32]4)[c:35]2[cH:36][cH:37][cH:38][cH:39][c:40]21. Reactants: C[Si](C)(C)CCOCn1nc2c(nc(-c3c(F)cccc3F)c3cc(C#N)ccc32)c1NC1CCN(S(N)(=O)=O)CC1, ClCCl, O=C(O)C(F)(F)F, N, O. Product: N#Cc1ccc2c(c1)c(-c1c(F)cccc1F)nc1c(NC3CCN(S(N)(=O)=O)CC3)n[nH]c12. RXN SMILES: [C:1](#[N:2])[c:3]1[cH:4][cH:5][c:6]2[c:7]3[c:8]([n:9][c:10](-[c:13]4[c:14]([F:20])[cH:15][cH:16][cH:17][c:18]4[F:19])[c:11]2[cH:12]1)[c:21]([NH:32][CH:33]1[CH2:34][CH2:35][N:36]([S:39](=[O:40])(=[O:41])[NH2:42])[CH2:37][CH2:38]1)[n:22]([CH2:24][O:25][CH2:26][CH2:27][Si:28]([CH3:29])([CH3:30])[CH3:31])[n:23]3.[Cl:43][CH2:44][Cl:45].[F:46][C:47]([F:48])([F:49])[C:50]([OH:51])=[O:52].[NH3:53].[OH2:54]>>[C:1](#[N:2])[c:3]1[cH:4][cH:5][c:6]2[c:7]3[c:8]([n:9][c:10](-[c:13]4[c:14]([F:20])[cH:15][cH:16][cH:17][c:18]4[F:19])[c:11]2[cH:12]1)[c:21]([NH:32][CH:33]1[CH2:34][CH2:35][N:36]([S:39](=[O:40])(=[O:41])[NH2:42])[CH2:37][CH2:38]1)[n:22][nH:23]3. Starting materials: C(CCC(=O)C)(=O)O (levulinic acid), [OH-].[Cs+] (cesium hydroxide). Solvent: O (water). Run at temperature 65 celsius. The product is C(CCC(=O)C)(=O)[O-].[Cs+] (CESIUM LEVULINATE). RXN SMILES: [C:1]([OH:8])(=[O:7])[CH2:2][CH2:3][C:4]([CH3:6])=[O:5].[OH-].[Cs+:10]>O>[C:1]([O-:8])(=[O:7])[CH2:2][CH2:3][C:4]([CH3:6])=[O:5].[Cs+:10] |f:1.2,4.5|. Procedure details: 46.9 gr. of 99% pure levulinic acid is sluurried in 100 cc. distilled water. 97.3 g. of a 4.22 molar, pure cesium hydroxide solution is added and the temperature is raised to 65° C. to obtain complete solution. The solution is filtered through No. 40 filter paper to remove dust, etc. The solution is then evaporated on a hot plate to 200 g., which gives a 2 molar concentration, and it is then bottled. Starting materials: CCO, CCOC(=O)C1CCN(C(C)C)CC1, [Na+], [OH-]. The product is CC(C)N1CCC(C(=O)O)CC1. RXN SMILES: [CH3:17][CH2:18][OH:19].[CH:1]([CH3:2])([CH3:3])[N:4]1[CH2:5][CH2:6][CH:7]([C:10](=[O:11])[O:12][CH2:13][CH3:14])[CH2:8][CH2:9]1.[Na+:16].[OH-:15]>>[CH:1]([CH3:2])([CH3:3])[N:4]1[CH2:5][CH2:6][CH:7]([C:10](=[O:11])[OH:12])[CH2:8][CH2:9]1. The reactants are O1C=C(C=C1)B(O)O (3-Furanylboronic acid), CC(C)NCCCN1C2=C(C(=NC=N2)N)N=C1SC3=C(C=C4C(=C3)OCO4)I (PU-H71), C(=O)(O)[O-].[Na+] (NaHCO3), CN(C)C=O (DMF). Reagents/catalysts: Cl[Pd]([P](C1=CC=CC=C1)(C2=CC=CC=C2)C3=CC=CC=C3)([P](C4=CC=CC=C4)(C5=CC=CC=C5)C6=CC=CC=C6)Cl (Pd(PPh3)2Cl2). Run in O (H2O). Conditions: temperature 90 celsius. Yields the product O1C=C(C=C1)C=1C(=CC2=C(OCO2)C1)SC=1N(C2=NC=NC(=C2N1)N)CCCNC(C)C (8-(6-(furan-3-yl)benzo[d][1,3]dioxol-5-ylthio)-9-(3-(isopropylamino)propyl)-9H-purin-6-amine). The yield is 90.3%. Reaction SMILES: [O:1]1[CH:5]=[CH:4][C:3](B(O)O)=[CH:2]1.[CH3:9][CH:10]([NH:12][CH2:13][CH2:14][CH2:15][N:16]1[C:25]([S:26][C:27]2[CH:32]=[C:31]3[O:33][CH2:34][O:35][C:30]3=[CH:29][C:28]=2I)=[N:24][C:18]2[C:19]([NH2:23])=[N:20][CH:21]=[N:22][C:17]1=2)[CH3:11].C([O-])(O)=O.[Na+].CN(C=O)C>Cl[Pd](Cl)([P](C1C=CC=CC=1)(C1C=CC=CC=1)C1C=CC=CC=1)[P](C1C=CC=CC=1)(C1C=CC=CC=1)C1C=CC=CC=1.O>[O:1]1[CH:5]=[CH:4][C:3]([C:28]2[C:27]([S:26][C:25]3[N:16]([CH2:15][CH2:14][CH2:13][NH:12][CH:10]([CH3:11])[CH3:9])[C:17]4[C:18]([N:24]=3)=[C:19]([NH2:23])[N:20]=[CH:21][N:22]=4)=[CH:32][C:31]3[O:33][CH2:34][O:35][C:30]=3[CH:29]=2)=[CH:2]1 |f:2.3,^1:49,68|. Procedure: 3-Furanylboronic acid (9.8 mg, 0.0877 mmol) was added to PU-H71 (30 mg, 0.0585 mmol) and NaHCO3 (14.7 mg, 0.1755 mmol). DMF (1 mL) was added and the reaction mixture was evacuated and back filled with nitrogen. This was repeated four times then nitrogen was bubbled through the reaction mixture for 10 minutes. Then H2O (0.1 mL) and Pd(PPh3)2Cl2 (4 mg, 0.00584 mmol) were added and the reaction mixture was heated under nitrogen at 90° C. for 4 h. Solvent was removed under reduced pressure and the r... Starting materials: N(N)C1=NC(=CC(=C1)C(F)(F)F)OC (2-hydrazinyl-6-methoxy-4-(trifluoromethyl)pyridine), C1(=CC=CC=C1)CC=O (2-phenylacetaldehyde). Run in C1(=CC=CC=C1)C (toluene). Yields the product COC1=NC(=CC(=C1)C(F)(F)F)NN=CCC1=CC=CC=C1 (2-methoxy-6-(2-(2-phenylethylidene)hydrazinyl)-4-(trifluoromethyl)pyridine). Isolated yield 64.7%. RXN SMILES: [NH:1]([C:3]1[CH:8]=[C:7]([C:9]([F:12])([F:11])[F:10])[CH:6]=[C:5]([O:13][CH3:14])[N:4]=1)[NH2:2].[C:15]1([CH2:21][CH:22]=O)[CH:20]=[CH:19][CH:18]=[CH:17][CH:16]=1>C1(C)C=CC=CC=1>[CH3:14][O:13][C:5]1[CH:6]=[C:7]([C:9]([F:12])([F:10])[F:11])[CH:8]=[C:3]([NH:1][N:2]=[CH:22][CH2:21][C:15]2[CH:20]=[CH:19][CH:18]=[CH:17][CH:16]=2)[N:4]=1. Procedure: A mixture of 2-hydrazinyl-6-methoxy-4-(trifluoromethyl)pyridine [261360-23-0] (0.11 g, 0.55 mmol) and 2-phenylacetaldehyde (0.57 g, 0.66 mmol) in toluene (5 ml) was heated at reflux for 6 h using a Dean-Stark apparatus. The reaction mixture was concentrated under reduced pressure. The crude product was purified by flash column chromatography (5% EtOAc in hexane) to yield the title compound (0.11 g, 63%). [LCMS RtD=3.75 min; [M+H]+=310.1] The reactants are COC(CC(C[N+](=O)[O-])C1=CC=C(C=C1)C)=O (4-nitro-3-(4-methylphenyl)-butanoic acid methyl ester), C(C=C)(=O)OC (methyl acrylate), Cl (hydrochloric acid). Solvent: C(C)(C)(C)O (t-butanol), C(C)OCC (diethyl ether). Run at time 94 hour. Product: COC(CC(C(CCC(=O)OC)[N+](=O)[O-])C1=CC=C(C=C1)C)=O (4-nitro-3-(4-methylphenyl)heptanedioic acid dimethyl ester). As a reaction SMILES: [CH3:1][O:2][C:3](=[O:17])[CH2:4][CH:5]([C:10]1[CH:15]=[CH:14][C:13]([CH3:16])=[CH:12][CH:11]=1)[CH2:6][N+:7]([O-:9])=[O:8].[C:18]([O:22][CH3:23])(=[O:21])[CH:19]=[CH2:20].Cl>C(O)(C)(C)C.C(OCC)C>[CH3:1][O:2][C:3](=[O:17])[CH2:4][CH:5]([C:10]1[CH:11]=[CH:12][C:13]([CH3:16])=[CH:14][CH:15]=1)[CH:6]([N+:7]([O-:9])=[O:8])[CH2:20][CH2:19][C:18]([O:22][CH3:23])=[O:21]. Procedure: A solution of 356 g of 4-nitro-3-(4-methylphenyl)-butanoic acid methyl ester, 138 g of methyl acrylate and 25 ml of Triton B in 500 ml of t-butanol is allowed to stir at room temperature for 94 hours. Excess aqueous hydrochloric acid (1 N) is added and the solution is diluted with diethyl ether. The organic layer is separated, dried over anhydrous magnesium sulfate and evaporated to give 4-nitro-3-(4-methylphenyl)heptanedioic acid dimethyl ester. Starting materials: CN(C)C=O, CI, [H-], Cc1cc(C)c(-c2cn(C)c3nc(N)[nH]c(=O)c23)c(C)c1, [Na+], O. Product: Cc1cc(C)c(-c2cn(C)c3nc(N)n(C)c(=O)c23)c(C)c1. As a reaction SMILES: [CH3:22][N:23]([CH3:24])[CH:25]=[O:26].[CH3:29][I:30].[H-:27].[NH2:1][c:2]1[nH:3][c:4](=[O:21])[c:5]2[c:6]([n:7]1)[n:8]([CH3:20])[cH:9][c:10]2-[c:11]1[c:12]([CH3:19])[cH:13][c:14]([CH3:18])[cH:15][c:16]1[CH3:17].[Na+:28].[OH2:31]>>[NH2:1][c:2]1[n:3]([CH3:22])[c:4](=[O:21])[c:5]2[c:6]([n:7]1)[n:8]([CH3:20])[cH:9][c:10]2-[c:11]1[c:12]([CH3:19])[cH:13][c:14]([CH3:18])[cH:15][c:16]1[CH3:17]. Reactants: C1(=CC=C(C=C1)S(=O)(=O)Cl)C (p-Toluenesulfonyl chloride), N1=CC=CC=C1 (pyridine), ice, CC1(COC1)CO (3-methyl-3-(hydroxymethyl)oxetane). Conditions: time 1.5 hour. Product: CC1(COC1)COS(=O)(=O)C=1C(=CC=CC1)C (3-methyl-3-(toluenesulfonyl-oxymethyl)oxetane), S(=O)(=O)(O)C1=CC=C(C)C=C1.O1CCC1 (oxetane tosylate). As a reaction SMILES: [C:1]1([CH3:11])[CH:6]=[CH:5][C:4]([S:7](Cl)(=[O:9])=[O:8])=[CH:3][CH:2]=1.[CH3:12][C:13]1([CH2:17][OH:18])[CH2:16][O:15][CH2:14]1.N1C=CC=C[CH:20]=1>>[CH3:12][C:13]1([CH2:17][O:18][S:7]([C:4]2[C:5]([CH3:20])=[CH:6][CH:1]=[CH:2][CH:3]=2)(=[O:8])=[O:9])[CH2:16][O:15][CH2:14]1.[S:7]([C:4]1[CH:5]=[CH:6][C:1]([CH3:11])=[CH:2][CH:3]=1)([OH:15])(=[O:9])=[O:8].[O:15]1[CH2:16][CH2:13][CH2:14]1 |f:4.5|. Reported procedure: p-Toluenesulfonyl chloride (57.2 g, 300 mmol) was dissolved in dry pyridine (400 mL) under nitrogen atmosphere. 3-methyl-3-(hydroxymethyl)oxetane (20.4 g, 200 mmol) was added slowly, and the solution was stirred for 1.5 h. Crushed ice (400 g) was then added to vigorously stirring mixture, which was allowed to stir for an additional 0.5 h. The white precipitate was then collected on Whatman filter paper #1 and washed with cold water. The product was dried under high vacuum to obtain 3-methyl-3-(t...